This data is from the Open Reaction Database (ORD), a public repository of structured organic reaction records. The task is: describe an organic reaction: reactants, conditions, products, and yield Starting materials: BrC1=CC=C2C=NN(C2=C1)COCC[Si](C)(C)C (6-bromo-1-(2-trimethylsilanyl-ethoxymethyl)-1H-indazole), C1(CC1)B(O)O (cyclopropylboronic acid), [O-]P(=O)([O-])[O-].[K+].[K+].[K+] (potassium phosphate tribasic), C1(=CC=CC=C1)C (toluene). The reagents and catalysts are C(C)(=O)[O-].[Pd+2].C(C)(=O)[O-] (palladium(II) acetate). The solvent is O (water). Run at temperature 100 celsius, time 8 hour. Product: C1(CC1)C1=CC=C2C=NN(C2=C1)COCC[Si](C)(C)C (6-cyclopropyl-1-(2-trimethylsilanyl-ethoxymethyl)-1H-indazole). Yield: 95.2%. RXN SMILES: Br[C:2]1[CH:10]=[C:9]2[C:5]([CH:6]=[N:7][N:8]2[CH2:11][O:12][CH2:13][CH2:14][Si:15]([CH3:18])([CH3:17])[CH3:16])=[CH:4][CH:3]=1.[CH:19]1(B(O)O)[CH2:21][CH2:20]1.[O-]P([O-])([O-])=O.[K+].[K+].[K+].C1(C)C=CC=CC=1>C([O-])(=O)C.[Pd+2].C([O-])(=O)C.O>[CH:19]1([C:2]2[CH:10]=[C:9]3[C:5]([CH:6]=[N:7][N:8]3[CH2:11][O:12][CH2:13][CH2:14][Si:15]([CH3:18])([CH3:17])[CH3:16])=[CH:4][CH:3]=2)[CH2:21][CH2:20]1 |f:2.3.4.5,7.8.9|. Procedure details: A round-bottomed flask was charged with 6-bromo-1-(2-trimethylsilanyl-ethoxymethyl)-1H-indazole (0.80 g, 2.44 mmol), cyclopropylboronic acid (377 mg, 4.39 mmol), palladium(II) acetate (28 mg, 0.125 mmol), potassium phosphate tribasic (1.04 g, 4.88 mmol), toluene (9 ml) and water (0.9 ml). The reaction mixture was stirred at 100° C. in an oil bath overnight then cooled to room temperature, quenched with water and extracted with EtOAc (2×). The combined organic layers were washed with water and br... The reactants are BrC=1C=C2C(=NC1)N(CC2)C(=O)OC(C)(C)C (tert-butyl 5-bromo-2,3-dihydropyrrolo[2,3-b]pyridine-1-carboxylate), B1(OC(C(O1)(C)C)(C)C)B2OC(C(O2)(C)C)(C)C (bis(pinacolato) diboron), C(C)(=O)[O-].[K+] (potassium acetate), [1,1-Bis(diphenylphosphino)-ferrocene]dichloropalladium (II) dichloromethane, complex. Run in CN(C)C=O (DMF). Reaction conditions: temperature 100 celsius. Product: C(C)(C)(C)OC(=O)N1CCC=2C1=NC=C(C2)B(O)O (1-(tert-butoxycarbonyl)-2,3-dihydro-1H-pyrrolo[2,3-b]pyridin-5-ylboronic acid). Reaction SMILES: Br[C:2]1[CH:3]=[C:4]2[CH2:10][CH2:9][N:8]([C:11]([O:13][C:14]([CH3:17])([CH3:16])[CH3:15])=[O:12])[C:5]2=[N:6][CH:7]=1.[B:18]1(B2OC(C)(C)C(C)(C)O2)[O:22]C(C)(C)C(C)(C)[O:19]1.C([O-])(=O)C.[K+]>CN(C=O)C>[C:14]([O:13][C:11]([N:8]1[C:5]2=[N:6][CH:7]=[C:2]([B:18]([OH:22])[OH:19])[CH:3]=[C:4]2[CH2:10][CH2:9]1)=[O:12])([CH3:17])([CH3:16])[CH3:15] |f:2.3|. Procedure: To a mixture of tert-butyl 5-bromo-2,3-dihydropyrrolo[2,3-b]pyridine-1-carboxylate (B-12-2) (725 mg, 2.42 mMoles) and bis(pinacolato) diboron (894 mg, 3.52 mMoles) in 20 ml DMF were added potassium acetate (691 mg, 7.04 mMoles) and [1,1-Bis(diphenylphosphino)-ferrocene]dichloropalladium (II) dichloromethane (1:1) complex (34.3 mg, 0.0469 mMoles). The mixture was heated in 100° C. microwave reactor for 60 min. LCMS indicated reaction was complete. RXN was filtered and the filtrate was concentrate... Reactants: COC(=O)C1CC(S(=O)(=O)CC2CC2)CN1c1cc(C)nn1-c1ccc(C(F)(F)F)cc1, [Li+], [OH-]. As a reaction SMILES: [CH3:1][O:2][C:3](=[O:4])[CH:5]1[N:6]([c:17]2[n:18](-[c:23]3[cH:24][cH:25][c:26]([C:29]([F:30])([F:31])[F:32])[cH:27][cH:28]3)[n:19][c:20]([CH3:22])[cH:21]2)[CH2:7][CH:8]([S:10](=[O:11])(=[O:12])[CH2:13][CH:14]2[CH2:15][CH2:16]2)[CH2:9]1.[Li+:33].[OH-:34]>>[O:2]=[C:3]([OH:4])[CH:5]1[N:6]([c:17]2[n:18](-[c:23]3[cH:24][cH:25][c:26]([C:29]([F:30])([F:31])[F:32])[cH:27][cH:28]3)[n:19][c:20]([CH3:22])[cH:21]2)[CH2:7][CH:8]([S:10](=[O:11])(=[O:12])[CH2:13][CH:14]2[CH2:15][CH2:16]2)[CH2:9]1. Yields the product Cc1cc(N2CC(S(=O)(=O)CC3CC3)CC2C(=O)O)n(-c2ccc(C(F)(F)F)cc2)n1. Reactants: C(C)N1C(CCC1)CN ((1-ethylpyrrolidin-2-yl)methylamine), Cl.C(C)N=C=NCCCN(C)C (1-Ethyl-(3-dimethylaminopropyl) carbodiimide hydrochloride), C(=O)C1=C(C(=C(N1)C)C(=O)O)C (5-formyl-2,4-dimethyl-1H-pyrrole-3-formic acid), ON1N=NC2=C1C=CC=C2 (1-hydroxybenzotriazole), saturated salt. The solvent is CN(C)C=O (DMF), C(C)N(CC)CC (triethylamine), O (water), O (water). Reaction conditions: temperature 0 celsius. The product is C(C)N1C(CCC1)CNC(=O)C1=C(NC(=C1C)C=O)C (N-[(1-ethylpyrrolidin-2-yl) methyl]-5-formyl-2,4-dimethyl-1H-pyrrole-3-formamide). Yield: 47.6%. RXN SMILES: Cl.C(N=C=NCCCN(C)C)C.[CH:13]([C:15]1[NH:19][C:18]([CH3:20])=[C:17]([C:21]([OH:23])=O)[C:16]=1[CH3:24])=[O:14].ON1C2C=CC=CC=2N=N1.[CH2:35]([N:37]1[CH2:41][CH2:40][CH2:39][CH:38]1[CH2:42][NH2:43])[CH3:36]>O.CN(C=O)C.C(N(CC)CC)C>[CH2:35]([N:37]1[CH2:41][CH2:40][CH2:39][CH:38]1[CH2:42][NH:43][C:21]([C:17]1[C:16]([CH3:24])=[C:15]([CH:13]=[O:14])[NH:19][C:18]=1[CH3:20])=[O:23])[CH3:36] |f:0.1|. Reported procedure: 1-Ethyl-(3-dimethylaminopropyl) carbodiimide hydrochloride (268.1 g, 1.4 mol), triethylamine (280.0 mL), 5-formyl-2,4-dimethyl-1H-pyrrole-3-formic acid (167.0 g, 1.0 mol) and 1-hydroxybenzotriazole (189.2 g, 1.4 mol) were added to DMF (500 mL) with stirring at about 0° C. and allowed to stir for 1.5 hrs, and then (1-ethylpyrrolidin-2-yl)methylamine (1.2 mol) was added. The reaction was stirred at room temperature until completion was indicated by thin layer chromatography (TLC). 120 mL of water ...